Task: describe an organic reaction: reactants, conditions, products, and yield. Dataset: the Open Reaction Database (ORD), a public repository of structured organic reaction records Reactants: Cc1cc(OCc2ccccc2)cc(C)c1[N+](=O)[O-], CC(=O)O, [Zn]. The product is Cc1cc(OCc2ccccc2)cc(C)c1N. Reaction SMILES: [CH2:1]([c:2]1[cH:3][cH:4][cH:5][cH:6][cH:7]1)[O:8][c:9]1[cH:10][c:11]([CH3:19])[c:12]([N+:16]([O-:17])=[O:18])[c:13]([CH3:15])[cH:14]1.[CH3:20][C:21](=[O:22])[OH:23].[Zn:24]>>[CH2:1]([c:2]1[cH:3][cH:4][cH:5][cH:6][cH:7]1)[O:8][c:9]1[cH:10][c:11]([CH3:19])[c:12]([NH2:16])[c:13]([CH3:15])[cH:14]1.